From a dataset of the Open Reaction Database (ORD), a public repository of structured organic reaction records. describe an organic reaction: reactants, conditions, products, and yield Reactants: NC1=NC(=CC(=N1)Cl)Cl (2-amino-4,6-dichloropyrimidine), NC=1C=C2C=CNC2=CC1 (5-aminoindole), C(C)(C)N(CC)C(C)C (diisopropylethylamine). The solvent is CN(C=O)C (N,N-dimethylformamide). Run at temperature 60 celsius, time 8 hour. Product: NC1=NC=CC(=N1)NC=1C=C2C=CNC2=CC1 (2-Amino-4-(1H-5-indolylamino)pyrimidine). Yield: 38.0%. As a reaction SMILES: [NH2:1][C:2]1[N:7]=[C:6](Cl)[CH:5]=[C:4](Cl)[N:3]=1.[NH2:10][C:11]1[CH:12]=[C:13]2[C:17](=[CH:18][CH:19]=1)[NH:16][CH:15]=[CH:14]2.C(N(C(C)C)CC)(C)C>CN(C)C=O>[NH2:1][C:2]1[N:7]=[C:6]([NH:10][C:11]2[CH:12]=[C:13]3[C:17](=[CH:18][CH:19]=2)[NH:16][CH:15]=[CH:14]3)[CH:5]=[CH:4][N:3]=1. Procedure: A mixture of 2-amino-4,6-dichloropyrimidine (1.64 g, 10 mmol), 5-aminoindole (1.32 g, 10 mmol), diisopropylethylamine (5.23 ml, 30 mmol) and N,N-dimethylformamide (30 ml) was heated at 60° C. and stirred overnight under nitrogen atmosphere. The reaction mixture was partitioned between ethyl acetate and water after cooled to room temperature; and the organic layer was washed with water and brine, and dried over anhydrous sodium sulfate. The solvent was distilled off; the obtained residue was diss... Starting materials: CC(=O)O, CCO, [Fe], [N-]=[N+]=NCc1cn(-c2ccc(Br)cn2)cn1. Product: NCc1cn(-c2ccc(Br)cn2)cn1. Reaction SMILES: [C:20]([OH:21])(=[O:22])[CH3:23].[CH3:17][CH2:18][OH:19].[Fe:24].[N:1](=[N+:2]=[N-:3])[CH2:4][c:5]1[n:6][cH:7][n:8](-[c:10]2[n:11][cH:12][c:13]([Br:16])[cH:14][cH:15]2)[cH:9]1>>[NH2:1][CH2:4][c:5]1[n:6][cH:7][n:8](-[c:10]2[n:11][cH:12][c:13]([Br:16])[cH:14][cH:15]2)[cH:9]1.